describe an organic reaction: reactants, conditions, products, and yield From a dataset of the Open Reaction Database (ORD), a public repository of structured organic reaction records. Reactants: O=C([O-])[O-], CCn1c(=O)c2c(NC)[nH]nc2n(Cc2ccc(C)cc2)c1=O, CI, [K+], [K+], CN(C)C=O. Product: CCn1c(=O)c2c(NC)n(C)nc2n(Cc2ccc(C)cc2)c1=O. As a reaction SMILES: [C:26](=[O:27])([O-:28])[O-:29].[CH2:1]([CH3:2])[n:3]1[c:4](=[O:23])[n:5]([CH2:15][c:16]2[cH:17][cH:18][c:19]([CH3:22])[cH:20][cH:21]2)[c:6]2[c:7]([c:8]1=[O:9])[c:10]([NH:13][CH3:14])[nH:11][n:12]2.[CH3:24][I:25].[K+:30].[K+:31].[O:32]=[CH:33][N:34]([CH3:35])[CH3:36]>>[CH2:1]([CH3:2])[n:3]1[c:4](=[O:23])[n:5]([CH2:15][c:16]2[cH:17][cH:18][c:19]([CH3:22])[cH:20][cH:21]2)[c:6]2[c:7]([c:8]1=[O:9])[c:10]([NH:13][CH3:14])[n:11]([CH3:26])[n:12]2. The reactants are [BH4-].[Na+] (NaBH4), C(CCCC)C(C=O)=CC1=C(C=C(C=C1)Cl)Cl (2-n-Pentyl-3-(2,4-dichlorophenyl)-acrolein). Solvent: CO (methanol). The product is C(CCCC)C(CO)=CC1=C(C=C(C=C1)Cl)Cl (2-n-Pentyl-3-(2,4-dichlorophenyl)-allyl alcohol). Isolated yield 61.5%. Reaction SMILES: [BH4-].[Na+].[CH2:3]([C:8](=[CH:11][C:12]1[CH:17]=[CH:16][C:15]([Cl:18])=[CH:14][C:13]=1[Cl:19])[CH:9]=[O:10])[CH2:4][CH2:5][CH2:6][CH3:7]>CO>[CH2:3]([C:8](=[CH:11][C:12]1[CH:17]=[CH:16][C:15]([Cl:18])=[CH:14][C:13]=1[Cl:19])[CH2:9][OH:10])[CH2:4][CH2:5][CH2:6][CH3:7] |f:0.1|. Procedure: 54.5 g of NaBH4 were added, in portions, to a solution of 150 g of (I) in 1.5 l of methanol. The mixture was refluxed for 1 hour and then concentrated, 1 l of 2N HCl was added, and the mixture was refluxed for a further hour and then extracted with CH2Cl2. The organic phase was washed with water, dried over Na2SO4 and concentrated. Distillation of the residue gave 93 g of (II) of boiling point 156°-160° C./0.2 mbar.